describe an organic reaction: reactants, conditions, products, and yield From a dataset of the Open Reaction Database (ORD), a public repository of structured organic reaction records. Reactants: C1(CC1)S(=O)(=O)C1=CC=C(C=C1)C(CC1CCOCC1)C=1NC(=CN1)C1=NC=CC=C1 (2-(2-{1-[4-(cyclopropylsulfonyl)phenyl]-2-(tetrahydro-2H-pyran-4-yl)ethyl}-1H-imidazol-5-yl)pyridine), [Xe](F)F (xenon difluoride), C(O)([O-])=O.[Na+] (sodium hydrogen carbonate). Solvent: C(C)#N (acetonitrile). Reaction conditions: time 30 minute. The product is C1(CC1)S(=O)(=O)C1=CC=C(C=C1)C(CC1CCOCC1)C=1NC(=C(N1)F)C1=NC=CC=C1 (2-(2-{1-[4-(cyclopropylsulfonyl)phenyl]-2-(tetrahydro-2H-pyran-4-yl)ethyl}-4-fluoro-1H-imidazol-5-yl)pyridine). Yield: 1.0%. RXN SMILES: [CH:1]1([S:4]([C:7]2[CH:12]=[CH:11][C:10]([CH:13]([C:21]3[NH:22][C:23]([C:26]4[CH:31]=[CH:30][CH:29]=[CH:28][N:27]=4)=[CH:24][N:25]=3)[CH2:14][CH:15]3[CH2:20][CH2:19][O:18][CH2:17][CH2:16]3)=[CH:9][CH:8]=2)(=[O:6])=[O:5])[CH2:3][CH2:2]1.[Xe](F)[F:33].C(=O)([O-])O.[Na+]>C(#N)C>[CH:1]1([S:4]([C:7]2[CH:12]=[CH:11][C:10]([CH:13]([C:21]3[NH:22][C:23]([C:26]4[CH:31]=[CH:30][CH:29]=[CH:28][N:27]=4)=[C:24]([F:33])[N:25]=3)[CH2:14][CH:15]3[CH2:16][CH2:17][O:18][CH2:19][CH2:20]3)=[CH:9][CH:8]=2)(=[O:5])=[O:6])[CH2:2][CH2:3]1 |f:2.3|. Procedure: To a solution of 2-(2-{1-[4-(cyclopropylsulfonyl)phenyl]-2-(tetrahydro-2H-pyran-4-yl)ethyl}-1H-imidazol-5-yl)pyridine (0.750 g) in acetonitrile (20 mL) was added xenon difluoride (434 mg), and the mixture was stirred at room temperature for 30 min, and at 0° C. for 63 hr. To the reaction mixture was added saturated aqueous sodium hydrogen carbonate solution, and the mixture was extracted with ethyl acetate. The extract was washed successively with water and saturated brine, dried over anhydrous ... Starting materials: CC#N, O=C1C=C(N(CCCCl)Cc2ccc(Cl)nc2)CO1, [I-], [Na+]. Product: O=C1C=C(N(CCCI)Cc2ccc(Cl)nc2)CO1. Reaction SMILES: [CH3:22][C:23]#[N:24].[Cl:1][CH2:2][CH2:3][CH2:4][N:5]([C:6]1=[CH:7][C:8](=[O:11])[O:9][CH2:10]1)[CH2:12][c:13]1[cH:14][n:15][c:16]([Cl:19])[cH:17][cH:18]1.[I-:21].[Na+:20]>>[CH2:2]([CH2:3][CH2:4][N:5]([C:6]1=[CH:7][C:8](=[O:11])[O:9][CH2:10]1)[CH2:12][c:13]1[cH:14][n:15][c:16]([Cl:19])[cH:17][cH:18]1)[I:21]. Reactants: OC=1C=C(C=NC1)C#N (5-hydroxy-3-pyridinecarbonitrile), solution, C[Li] (methyllithium), CCOCC (ether), S(O)(O)(=O)=O (sulfuric acid), Cl (hydrochloric acid), [Cl-].[Na+] (sodium chloride). Run in C1CCOC1 (THF). Reaction conditions: temperature 0 celsius, time 15 minute. The product is C(C)(=O)C=1C=C(C=NC1)O (5-acetyl-3-pyridinol). Yield: 75.0%. RXN SMILES: O[C:2]1[CH:3]=[C:4]([C:8]#N)[CH:5]=[N:6]C=1.C[Li].S(=O)(=O)(O)[OH:13].Cl.[Cl-].[Na+].CC[O:22][CH2:23][CH3:24]>C1COCC1>[C:3]([C:4]1[CH:8]=[C:23]([OH:22])[CH:24]=[N:6][CH:5]=1)(=[O:13])[CH3:2] |f:4.5|. Procedure details: A solution of 1.8 g (14.98 mM) of 5-hydroxy-3-pyridinecarbonitrile in 120 ml of THF is added dropwise to a 1.6 M solution of methyllithium in ether (18.7 ml, 29.92 mM), cooled to 0° C. After stirring for 15 minutes, the reaction medium is allowed to warm up to room temperature and stirring is continued for 2 hours. 50 ml of 0.5 N sulfuric acid solution are added to the reaction medium and the pH of the medium is then brought to 6 by adding concentrated hydrochloric acid solution (10 N). The aque... Starting materials: ClCCl, CC(C)(C)OC(=O)CC(c1cc(F)ccc1F)S(=O)(=O)c1ccc(Cl)cc1, O=C(O)C(F)(F)F. Product: O=C(O)CC(c1cc(F)ccc1F)S(=O)(=O)c1ccc(Cl)cc1. RXN SMILES: [CH2:35]([Cl:36])[Cl:37].[Cl:8][c:9]1[cH:10][cH:11][c:12]([S:15](=[O:16])(=[O:17])[CH:18]([CH2:19][C:20](=[O:21])[O:22][C:23]([CH3:24])([CH3:25])[CH3:26])[c:27]2[c:28]([F:34])[cH:29][cH:30][c:31]([F:33])[cH:32]2)[cH:13][cH:14]1.[OH:1][C:2]([C:3]([F:4])([F:5])[F:6])=[O:7]>>[Cl:8][c:9]1[cH:10][cH:11][c:12]([S:15](=[O:16])(=[O:17])[CH:18]([CH2:19][C:20](=[O:21])[OH:22])[c:27]2[c:28]([F:34])[cH:29][cH:30][c:31]([F:33])[cH:32]2)[cH:13][cH:14]1. As a reaction SMILES: [C:1](=[O:2])([O-:3])[O-:4].[C:23]([CH3:24])([CH3:25])([CH3:26])[O:27][C:28](=[O:29])[N:30]1[CH2:31][CH2:32][NH:33][CH2:34][CH2:35]1.[Cs+:5].[Cs+:6].[O:36]1[CH2:37][CH2:38][O:39][CH2:40][CH2:41]1.[c:7]1([S:13](=[O:14])(=[O:15])[c:16]2[cH:17][c:18]([Br:22])[cH:19][cH:20][cH:21]2)[cH:8][cH:9][cH:10][cH:11][cH:12]1>>[c:7]1([S:13](=[O:14])(=[O:15])[c:16]2[cH:17][c:18]([N:33]3[CH2:32][CH2:31][N:30]([C:28]([O:27][C:23]([CH3:24])([CH3:25])[CH3:26])=[O:29])[CH2:35][CH2:34]3)[cH:19][cH:20][cH:21]2)[cH:8][cH:9][cH:10][cH:11][cH:12]1. Reactants: O=C([O-])[O-], CC(C)(C)OC(=O)N1CCNCC1, [Cs+], [Cs+], C1COCCO1, O=S(=O)(c1ccccc1)c1cccc(Br)c1. Product: CC(C)(C)OC(=O)N1CCN(c2cccc(S(=O)(=O)c3ccccc3)c2)CC1. Starting materials: FC=1C(NC(NC1)=O)=O (5-fluorouracil), CS(=O)(=O)Cl (methanesulfonyl chloride), O1CCOCC1 (dioxane), C([O-])([O-])=O.[K+].[K+] (potassium carbonate), O1CCOCC1 (dioxane). The solvent is CO (methanol). Conditions: temperature 80 celsius, time 10 hour. The product is FC=1C(NC(N(C1)S(=O)(=O)C)=O)=O (5-fluoro-1 -methanesulfonyluracil). Yield: 35.5%. RXN SMILES: [F:1][C:2]1[C:3](=[O:9])[NH:4][C:5](=[O:8])[NH:6][CH:7]=1.C(=O)([O-])[O-].[K+].[K+].O1CCOCC1.[CH3:22][S:23](Cl)(=[O:25])=[O:24]>CO>[F:1][C:2]1[C:3](=[O:9])[NH:4][C:5](=[O:8])[N:6]([S:23]([CH3:22])(=[O:25])=[O:24])[CH:7]=1 |f:1.2.3|. Reported procedure: 2.6 g. (0.02 mole) of 5-fluorouracil and 1.52 g (0.011 mole) of anhydrous potassium carbonate were suspended in 50 ml. of dioxane and then 2.53 g (0.022 mole) of methanesulfonyl chloride in 20 ml. of dioxane was dropwise added thereto. After stirring at 80°C. for 10 hours, the reaction mixture was filtered. The filtrate was concentrated under reduced pressure and a resinous residue was obtained. The residue was dissolved in a small amount of methanol and allowed to stand at 0°C. overnight. There... Reactants: CC(C)CC(N)C(=O)OCc1ccccc1, CN(C)c1ccncc1, C(=NC1CCCCC1)=NC1CCCCC1, ClCCl, Cc1ccc(S(=O)(=O)N2CCSCC2C(=O)O)cc1, Cc1ccc(S(=O)(=O)O)cc1. The product is Cc1ccc(S(=O)(=O)N2CCSCC2C(=O)NC(CC(C)C)C(=O)OCc2ccccc2)cc1. RXN SMILES: [CH2:31]([c:32]1[cH:33][cH:34][cH:35][cH:36][cH:37]1)[O:38][C:39]([CH:40]([NH2:41])[CH2:42][CH:43]([CH3:44])[CH3:45])=[O:46].[CH3:62][N:63]([c:64]1[cH:65][cH:66][n:67][cH:68][cH:69]1)[CH3:70].[CH:47]1([N:48]=[C:49]=[N:50][CH:51]2[CH2:52][CH2:53][CH2:54][CH2:55][CH2:56]2)[CH2:57][CH2:58][CH2:59][CH2:60][CH2:61]1.[Cl:71][CH2:72][Cl:73].[c:1]1([CH3:19])[cH:2][cH:3][c:4]([S:7](=[O:8])(=[O:9])[N:10]2[CH:11]([C:16](=[O:17])[OH:18])[CH2:12][S:13][CH2:14][CH2:15]2)[cH:5][cH:6]1.[c:20]1([CH3:21])[cH:22][cH:23][c:24]([S:25]([OH:26])(=[O:27])=[O:28])[cH:29][cH:30]1>>[c:1]1([CH3:19])[cH:2][cH:3][c:4]([S:7](=[O:8])(=[O:9])[N:10]2[CH:11]([C:16](=[O:18])[NH:41][CH:40]([C:39]([O:38][CH2:31][c:32]3[cH:33][cH:34][cH:35][cH:36][cH:37]3)=[O:46])[CH2:42][CH:43]([CH3:44])[CH3:45])[CH2:12][S:13][CH2:14][CH2:15]2)[cH:5][cH:6]1.